This data is from the Open Reaction Database (ORD), a public repository of structured organic reaction records. The task is: describe an organic reaction: reactants, conditions, products, and yield Reactants: O=C1CCC(=O)N1I, [Na+], [Na+], [Na+], [Na+], O=C([O-])[O-], CN(C)C=O, O, O=S([O-])([O-])=S, COC(=O)c1ccn2ccnc2c1. Product: COC(=O)c1ccn2c(I)cnc2c1. RXN SMILES: [I:14][N:15]1[C:16](=[O:17])[CH2:18][CH2:19][C:20]1=[O:21].[Na+:33].[Na+:34].[Na+:35].[Na+:36].[O-:37][C:38](=[O:39])[O-:40].[O:22]=[CH:23][N:24]([CH3:25])[CH3:26].[OH2:27].[S:28]([O-:29])([O-:30])(=[O:31])=[S:32].[n:1]1[cH:2][cH:3][n:4]2[c:5]1[cH:6][c:7]([C:10](=[O:11])[O:12][CH3:13])[cH:8][cH:9]2>>[n:1]1[cH:2][c:3]([I:14])[n:4]2[c:5]1[cH:6][c:7]([C:10](=[O:11])[O:12][CH3:13])[cH:8][cH:9]2.